From a dataset of the Open Reaction Database (ORD), a public repository of structured organic reaction records. describe an organic reaction: reactants, conditions, products, and yield The reactants are 35, OC1CN(CCC1(OC)OC)C(=O)OCC (ethyl 3-hydroxy-4,4-dimethoxy-1-piperidinecarboxylate), [H-].[Na+] (sodium hydride), ICC (iodoethane). The solvent is CN(C=O)C (N,N-dimethylformamide). Run at temperature 30 celsius, time 1.5 hour. The product is C(C)OC1CN(CCC1(OC)OC)C(=O)OCC (ethyl 3-ethoxy-4,4-dimethoxy-1-piperidinecarboxylate), intermediate 67. Yield: 87.0%. Reaction SMILES: [OH:1][CH:2]1[C:7]([O:10][CH3:11])([O:8][CH3:9])[CH2:6][CH2:5][N:4]([C:12]([O:14][CH2:15][CH3:16])=[O:13])[CH2:3]1.[H-].[Na+].I[CH2:20][CH3:21]>CN(C)C=O>[CH2:20]([O:1][CH:2]1[C:7]([O:8][CH3:9])([O:10][CH3:11])[CH2:6][CH2:5][N:4]([C:12]([O:14][CH2:15][CH3:16])=[O:13])[CH2:3]1)[CH3:21] |f:1.2|. Reported procedure: To a stirred solution of 35 parts of ethyl 3-hydroxy-4,4-dimethoxy-1-piperidinecarboxylate in 144 parts of N,N-dimethylformamide were added portionwise 8.2 parts of a sodium hydride dispersion 50% at about 30° C. After stirring for 1.50 hours at about 30° C., the mixture was cooled to room temperature and 26.5 parts of iodoethane were added dropwise at a temperature below 30° C. Upon completion, stirring was continued for 18 hours at room temperature. The reaction mixture was poured onto water a... Reactants: Cc1cc(-c2ccc(C(F)(F)F)cc2)cn2ccnc12, CC(=O)[O-], CC(=O)O, ClI, [Na+]. The product is Cc1cc(-c2ccc(C(F)(F)F)cc2)cn2c(I)cnc12. Reaction SMILES: [CH3:1][c:2]1[c:3]2[n:4]([cH:5][c:6](-[c:8]3[cH:9][cH:10][c:11]([C:14]([F:15])([F:16])[F:17])[cH:12][cH:13]3)[cH:7]1)[cH:18][cH:19][n:20]2.[CH3:22][C:23](=[O:24])[O-:25].[CH3:28][C:29](=[O:30])[OH:31].[I:26][Cl:27].[Na+:21]>>[CH3:1][c:2]1[c:3]2[n:4]([cH:5][c:6](-[c:8]3[cH:9][cH:10][c:11]([C:14]([F:15])([F:16])[F:17])[cH:12][cH:13]3)[cH:7]1)[c:18]([I:26])[cH:19][n:20]2.